This data is from the Open Reaction Database (ORD), a public repository of structured organic reaction records. The task is: describe an organic reaction: reactants, conditions, products, and yield Reactants: CS(=O)(=O)O (Methanesulfonic acid), CC1=C(N=C(O1)C1=CC=CC=C1)CCOC1=CC=C(C=C1)C[C@@H](C(=O)OCC)NCC1=CC=C(C=C1)F (Ethyl(S)-3-[4-[2-(5-methyl-2-phenyl-1,3-oxazol-4-yl)ethoxy]phenyl]-2-(4-fluorobenzylamino)propionate), C(C)(C)OC(C)C (diisopropyl ether). The solvent is C(C)O (ethanol). Run at time 10 minute. Yields the product CS(=O)(=O)O.CC1=C(N=C(O1)C1=CC=CC=C1)CCOC1=CC=C(C=C1)C[C@@H](C(=O)OCC)NCC1=CC=C(C=C1)F (Ethyl(S)-3-[4-[2-(5-methyl-2-phenyl-1,3-oxazol-4-yl)ethoxy]phenyl]-2-(4-fluorobenzylamino)propionate methanesulfonate). Reaction SMILES: [CH3:1][S:2]([OH:5])(=[O:4])=[O:3].[CH3:6][C:7]1[O:11][C:10]([C:12]2[CH:17]=[CH:16][CH:15]=[CH:14][CH:13]=2)=[N:9][C:8]=1[CH2:18][CH2:19][O:20][C:21]1[CH:26]=[CH:25][C:24]([CH2:27][C@H:28]([NH:34][CH2:35][C:36]2[CH:41]=[CH:40][C:39]([F:42])=[CH:38][CH:37]=2)[C:29]([O:31][CH2:32][CH3:33])=[O:30])=[CH:23][CH:22]=1.C(OC(C)C)(C)C>C(O)C>[CH3:1][S:2]([OH:5])(=[O:4])=[O:3].[CH3:6][C:7]1[O:11][C:10]([C:12]2[CH:17]=[CH:16][CH:15]=[CH:14][CH:13]=2)=[N:9][C:8]=1[CH2:18][CH2:19][O:20][C:21]1[CH:26]=[CH:25][C:24]([CH2:27][C@H:28]([NH:34][CH2:35][C:36]2[CH:41]=[CH:40][C:39]([F:42])=[CH:38][CH:37]=2)[C:29]([O:31][CH2:32][CH3:33])=[O:30])=[CH:23][CH:22]=1 |f:4.5|. Reported procedure: Methanesulfonic acid (7.8 mL) was added to a solution of Compound 1 (50.2 g) in ethanol (150 mL), and the temperature of the solution was elevated to 40° C. The solution was stirred for 10 minutes, and the reactor was cooled in an ice bath. When the interior temperature reached 10° C. or lower, diisopropyl ether (300 mL) was added thereto, and the mixture was left to stand for night and day in a dark cold place. The product was collected through filtration with a glass filter and dried under red... Reactants: C(#N)C1=NC=CC=C1OC[C@@H]1N(CCC1)C(=O)OC(C)(C)C ((R)-tert-butyl 2-((2-cyanopyridin-3-yloxy)methyl)pyrrolidine-1-carboxylate), [OH-].[K+] (potassium hydroxide), O (water). Solvent: C(C)(C)(C)O (tert-butanol). Conditions: temperature 80 celsius, time 0.5 hour. Yields the product C(N)(=O)C1=NC=CC=C1OC[C@@H]1N(CCC1)C(=O)OC(C)(C)C ((R)-tert-butyl 2-((2-carbamoylpyridin-3-yloxy)methyl)pyrrolidine-1-carboxylate). The yield is 90.0%. Reaction SMILES: [C:1]([C:3]1[C:8]([O:9][CH2:10][C@H:11]2[CH2:15][CH2:14][CH2:13][N:12]2[C:16]([O:18][C:19]([CH3:22])([CH3:21])[CH3:20])=[O:17])=[CH:7][CH:6]=[CH:5][N:4]=1)#[N:2].[OH-:23].[K+].O>C(O)(C)(C)C>[C:1]([C:3]1[C:8]([O:9][CH2:10][C@H:11]2[CH2:15][CH2:14][CH2:13][N:12]2[C:16]([O:18][C:19]([CH3:22])([CH3:21])[CH3:20])=[O:17])=[CH:7][CH:6]=[CH:5][N:4]=1)(=[O:23])[NH2:2] |f:1.2|. Procedure details: To a solution of (R)-tert-butyl 2-((2-cyanopyridin-3-yloxy)methyl)pyrrolidine-1-carboxylate (3.62 g, 11.9 mmol, EXAMPLE 1 Step 1) in tert-butanol (110 mL) was added potassium hydroxide pellet (10.0 g, 179 mmol) at room temperature. The resulting mixture was stirred at 80° C. for 0.5 h. After cooling to room temperature, the mixture was poured into water, and the aqueous layer was extracted with ethyl acetate twice. The combined organic layers were washed with brine, dried over magnesium sulfate,...